This data is from the Open Reaction Database (ORD), a public repository of structured organic reaction records. The task is: describe an organic reaction: reactants, conditions, products, and yield Starting materials: BrC=1C=C2C(=NC1)OC1=CC=C(C=C1[C@]21N=C(SC1)N)I ((S)-3-bromo-7-iodo-5′H-spiro[chromeno[2,3-b]pyridine-5,4′-thiazol]-2′-amine), C([O-])([O-])=O.[K+].[K+] (potassium carbonate), FC1=C(C=NC=C1)B(O)O (4-fluoropyridin-3-ylboronic acid), O1CCOCC1 (dioxane), FC1=C(C=NC=C1)B(O)O (4-fluoropyridin-3-ylboronic acid). Reagents/catalysts: C=1C=CC(=CC1)[P](C=2C=CC=CC2)(C=3C=CC=CC3)[Pd]([P](C=4C=CC=CC4)(C=5C=CC=CC5)C=6C=CC=CC6)([P](C=7C=CC=CC7)(C=8C=CC=CC8)C=9C=CC=CC9)[P](C=1C=CC=CC1)(C=1C=CC=CC1)C=1C=CC=CC1 (tetrakis(triphenylphosphine)palladium(0)), C=1C=CC(=CC1)[P](C=2C=CC=CC2)(C=3C=CC=CC3)[Pd]([P](C=4C=CC=CC4)(C=5C=CC=CC5)C=6C=CC=CC6)([P](C=7C=CC=CC7)(C=8C=CC=CC8)C=9C=CC=CC9)[P](C=1C=CC=CC1)(C=1C=CC=CC1)C=1C=CC=CC1 (Pd(PPh3)4). Run in O (water). Run at temperature 100 celsius. The product is BrC=1C=C2C(=NC1)OC1=CC=C(C=C1[C@]21N=C(SC1)N)C=1C=NC=CC1F ((S)-3-bromo-7-(4-fluoropyridin-3-yl)-5′H-spiro[chromeno[2,3-b]pyridine-5,4′-thiazol]-2′-amine). The yield is 45.5%. As a reaction SMILES: [Br:1][C:2]1[CH:3]=[C:4]2[C@:15]3([CH2:19][S:18][C:17]([NH2:20])=[N:16]3)[C:14]3[C:9](=[CH:10][CH:11]=[C:12](I)[CH:13]=3)[O:8][C:5]2=[N:6][CH:7]=1.C(=O)([O-])[O-].[K+].[K+].[F:28][C:29]1[CH:34]=[CH:33][N:32]=[CH:31][C:30]=1B(O)O.O1CCOCC1>C1C=CC([P]([Pd]([P](C2C=CC=CC=2)(C2C=CC=CC=2)C2C=CC=CC=2)([P](C2C=CC=CC=2)(C2C=CC=CC=2)C2C=CC=CC=2)[P](C2C=CC=CC=2)(C2C=CC=CC=2)C2C=CC=CC=2)(C2C=CC=CC=2)C2C=CC=CC=2)=CC=1.O>[Br:1][C:2]1[CH:3]=[C:4]2[C@:15]3([CH2:19][S:18][C:17]([NH2:20])=[N:16]3)[C:14]3[C:9](=[CH:10][CH:11]=[C:12]([C:30]4[CH:31]=[N:32][CH:33]=[CH:34][C:29]=4[F:28])[CH:13]=3)[O:8][C:5]2=[N:6][CH:7]=1 |f:1.2.3,^1:47,49,68,87|. Reported procedure: A pressure reaction vessel was charged with (S)-3-bromo-7-iodo-5′H-spiro[chromeno[2,3-b]pyridine-5,4′-thiazol]-2′-amine (1.2 g, 2.53 mmol, prepared as described in Method BB26), potassium carbonate (1.75 g, 12.66 mmol), 4-fluoropyridin-3-ylboronic acid (0.71 g, 5.06 mmol), tetrakis(triphenylphosphine)palladium(0) (0.29 g, 0.25 mmol), dioxane (16.87 mL) and water (8.44 mL). The reaction was stirred and heated at 100° C. for 45 min. After cooling for rt, LCMS showed about 50% conversion. More Pd(P...